From a dataset of the Open Reaction Database (ORD), a public repository of structured organic reaction records. describe an organic reaction: reactants, conditions, products, and yield Reactants: CC(C)(C)OC(=O)Nc1cc(OCC(F)(F)F)c(C(F)(F)F)cc1NC(=O)CC(=O)c1ccnc(-c2cccnc2)c1, ClCCl, O=C(O)C(F)(F)F. Product: O=C1CC(c2ccnc(-c3cccnc3)c2)=Nc2cc(OCC(F)(F)F)c(C(F)(F)F)cc2N1. As a reaction SMILES: [C:1]([O:2][C:3](=[O:4])[NH:7][c:8]1[c:9]([NH:24][C:25]([CH2:26][C:27](=[O:5])[c:29]2[cH:30][c:31](-[c:35]3[cH:36][n:37][cH:38][cH:39][cH:40]3)[n:32][cH:33][cH:34]2)=[O:41])[cH:10][c:11]([C:20]([F:21])([F:22])[F:23])[c:12]([O:14][CH2:15][C:16]([F:17])([F:18])[F:19])[cH:13]1)([CH3:6])([CH3:28])[CH3:42].[Cl:50][CH2:51][Cl:52].[F:43][C:44]([F:45])([F:46])[C:47]([OH:48])=[O:49]>>[N:7]1=[C:27]([c:29]2[cH:30][c:31](-[c:35]3[cH:36][n:37][cH:38][cH:39][cH:40]3)[n:32][cH:33][cH:34]2)[CH2:26][C:25](=[O:41])[NH:24][c:9]2[c:8]1[cH:13][c:12]([O:14][CH2:15][C:16]([F:17])([F:18])[F:19])[c:11]([C:20]([F:21])([F:22])[F:23])[cH:10]2. Reported procedure: As described for Example 18, 6-[4-(3-phenyl-5-trifluoromethyl-isoxazol-4-yl)-imidazol-1-yl]-nicotinic acid methyl ester (70 mg, 0.17 mmol), was converted, using thiomorpholine instead of cyclopropanemethylamine, to the title compound (42 mg, 51%) which was obtained as a colourless oil. MS: m/e=486.0 [M+H]+. Starting materials: COC(C1=CN=C(C=C1)N1C=NC(=C1)C=1C(=NOC1C(F)(F)F)C1=CC=CC=C1)=O (6-[4-(3-phenyl-5-trifluoromethyl-isoxazol-4-yl)-imidazol-1-yl]-nicotinic acid methyl ester), N1CCSCC1 (thiomorpholine). The yield is 51.0%. Product: C1(=CC=CC=C1)C1=NOC(=C1C=1N=CN(C1)C1=CC=C(C=N1)C(=O)N1CCSCC1)C(F)(F)F ({6-[4-(3-Phenyl-5-trifluoromethyl-isoxazol-4-yl)-imidazol-1-yl]-pyridin-3-yl}-thiomorpholin-4-yl-methanone). Reaction SMILES: C[O:2][C:3](=O)[C:4]1[CH:9]=[CH:8][C:7]([N:10]2[CH:14]=[C:13]([C:15]3[C:16]([C:24]4[CH:29]=[CH:28][CH:27]=[CH:26][CH:25]=4)=[N:17][O:18][C:19]=3[C:20]([F:23])([F:22])[F:21])[N:12]=[CH:11]2)=[N:6][CH:5]=1.[NH:31]1[CH2:36][CH2:35][S:34][CH2:33][CH2:32]1>>[C:24]1([C:16]2[C:15]([C:13]3[N:12]=[CH:11][N:10]([C:7]4[N:6]=[CH:5][C:4]([C:3]([N:31]5[CH2:36][CH2:35][S:34][CH2:33][CH2:32]5)=[O:2])=[CH:9][CH:8]=4)[CH:14]=3)=[C:19]([C:20]([F:22])([F:23])[F:21])[O:18][N:17]=2)[CH:25]=[CH:26][CH:27]=[CH:28][CH:29]=1.